The task is: describe an organic reaction: reactants, conditions, products, and yield. This data is from the Open Reaction Database (ORD), a public repository of structured organic reaction records. As a reaction SMILES: [Cl:1][CH2:2][CH:3]1[CH2:4][N:5]([C:19]([C:20]([F:21])([F:22])[F:23])=[O:24])[c:6]2[cH:7][cH:8][c:9]3[c:10]([c:11]21)[cH:12][cH:13][cH:14][c:15]3[C:16](=[O:17])[NH2:18].[Cl:29][CH2:30][Cl:31].[OH:25][N+:26]([O-:27])=[O:28]>>[Cl:1][CH2:2][CH:3]1[CH2:4][N:5]([C:19]([C:20]([F:21])([F:22])[F:23])=[O:24])[c:6]2[cH:7][c:8]([N+:26](=[O:25])[O-:27])[c:9]3[c:10]([c:11]21)[cH:12][cH:13][cH:14][c:15]3[C:16](=[O:17])[NH2:18]. Starting materials: NC(=O)c1cccc2c3c(ccc12)N(C(=O)C(F)(F)F)CC3CCl, ClCCl, O=[N+]([O-])O. Yields the product NC(=O)c1cccc2c3c(cc([N+](=O)[O-])c12)N(C(=O)C(F)(F)F)CC3CCl.